This data is from the Open Reaction Database (ORD), a public repository of structured organic reaction records. The task is: describe an organic reaction: reactants, conditions, products, and yield The reactants are CC(C)CN(C)c1cc(NC(=O)OC(C)(C)C)c(NC(=O)CC(=O)c2cccc(-n3ccnn3)c2)cc1Cl, ClCCl, O=C(O)C(F)(F)F. Yields the product CC(C)CN(C)c1cc2c(cc1Cl)NC(=O)CC(c1cccc(-n3ccnn3)c1)=N2. As a reaction SMILES: [C:1]([O:2][C:3](=[O:4])[NH:7][c:8]1[c:9]([NH:21][C:22]([CH2:23][C:24](=[O:5])[c:25]2[cH:26][c:27](-[n:31]3[n:32][n:33][cH:34][cH:35]3)[cH:28][cH:29][cH:30]2)=[O:37])[cH:10][c:11]([Cl:20])[c:12]([N:14]([CH3:15])[CH2:16][CH:17]([CH3:18])[CH3:19])[cH:13]1)([CH3:6])([CH3:36])[CH3:38].[Cl:46][CH2:47][Cl:48].[F:39][C:40]([F:41])([F:42])[C:43]([OH:44])=[O:45]>>[N:7]1=[C:24]([c:25]2[cH:26][c:27](-[n:31]3[n:32][n:33][cH:34][cH:35]3)[cH:28][cH:29][cH:30]2)[CH2:23][C:22](=[O:37])[NH:21][c:9]2[c:8]1[cH:13][c:12]([N:14]([CH3:15])[CH2:16][CH:17]([CH3:18])[CH3:19])[c:11]([Cl:20])[cH:10]2. Starting materials: aqueous solution, OO (H2O2), C(#N)C=1C=NC=CC1 (3-cyanopyridine). Run in C(C)(=O)O (acetic acid). The product is C(#N)C=1C=[N+](C=CC1)[O-] (3-cyanopyridine-N-oxide). The yield is 58.3%. Reaction SMILES: [C:1]([C:3]1[CH:4]=[N:5][CH:6]=[CH:7][CH:8]=1)#[N:2].[OH:9]O>C(O)(=O)C>[C:1]([C:3]1[CH:4]=[N+:5]([O-:9])[CH:6]=[CH:7][CH:8]=1)#[N:2]. Reported procedure: 5.21 g of 3-cyanopyridine are completely dissolved in 50 ml of glacial acetic acid at 40° C., with stirring. Then 9.8 ml of a 30% aqueous solution of H2O2 are added and the mixture is heated, with stirring, to 100° C. for 2 hours. Thin-layer chromatography shows that the reaction is complete. The solvent is cautiously removed by evaporation and the beige solid is treated with 25 ml of ethanol, cooled and and filtered. The residue is dried at 35° C. under vacuum, affording 3.5 g (58.3% of theory)... As a reaction SMILES: Cl[C:2]([C:4]1[CH:12]=[CH:11][C:7]([C:8]([O-:10])=[O:9])=[C:6](C2C=CC=CC=2)[CH:5]=1)=O.[NH2:19][C:20]1[CH:25]=[C:24]([N+:26]([O-:28])=[O:27])[C:23]([N+:29]([O-:31])=[O:30])=[CH:22][C:21]=1[NH2:32]>C1C(Cl)=CC=C(Cl)C=1>[C:8]([C:7]1[CH:6]=[CH:5][C:4]([C:2]2[NH:19][C:20]3[CH:25]=[C:24]([N+:26]([O-:28])=[O:27])[C:23]([N+:29]([O-:31])=[O:30])=[CH:22][C:21]=3[N:32]=2)=[CH:12][CH:11]=1)([O:10][C:4]1[CH:12]=[CH:11][CH:7]=[CH:6][CH:5]=1)=[O:9]. Yields the product C(=O)(OC1=CC=CC=C1)C1=CC=C(C=C1)C=1NC2=C(N1)C=C(C(=C2)[N+](=O)[O-])[N+](=O)[O-] (2-[p-carbophenoxyphenyl]-5,6-dinitrobenzimidazole). Yield: 58.0%. Procedure: To a solution containing 10 g (38.4 mmole) of p-chlorocarbonylphenylbenzoate dissolved in 100 ml of dichlorobenzene was added 2.53 g (12.8 mmole) of 1,2-diamino-4,5-dinitrobenzene. After heating the resulting mixture under nitrogen to reflux (frothing), it was maintained at that temperature for 2 hours. The solution was then allowed to cool in ice for one hour, and the precipitate that formed was filtered by suction, washed with benzene, and air-dried. The crude product was chromatographed on a ... The reactants are ClC(=O)C1=CC(=C(C(=O)[O-])C=C1)C1=CC=CC=C1 (p-chlorocarbonylphenylbenzoate), NC1=C(C=C(C(=C1)[N+](=O)[O-])[N+](=O)[O-])N (1,2-diamino-4,5-dinitrobenzene). Run in C1=CC(=CC=C1Cl)Cl (dichlorobenzene). Starting materials: CCOC(=O)C1=C(C)NC(CS)=C(C(=O)OCC)C1c1cccc([N+](=O)[O-])c1, C=O, C1CCNCC1, CCO. Product: CCOC(=O)C1=C(C)NC(CSCN2CCCCC2)=C(C(=O)OCC)C1c1cccc([N+](=O)[O-])c1. Reaction SMILES: [C:1](=[O:2])([O:3][CH2:4][CH3:5])[C:6]1=[C:7]([CH2:27][SH:28])[NH:8][C:9]([CH3:26])=[C:10]([C:21](=[O:22])[O:23][CH2:24][CH3:25])[CH:11]1[c:12]1[cH:13][c:14]([N+:18](=[O:19])[O-:20])[cH:15][cH:16][cH:17]1.[CH2:29]=[O:30].[CH2:31]1[CH2:32][CH2:33][NH:34][CH2:35][CH2:36]1.[CH3:37][CH2:38][OH:39]>>[C:1](=[O:2])([O:3][CH2:4][CH3:5])[C:6]1=[C:7]([CH2:27][S:28][CH2:29][N:34]2[CH2:33][CH2:32][CH2:31][CH2:36][CH2:35]2)[NH:8][C:9]([CH3:26])=[C:10]([C:21](=[O:22])[O:23][CH2:24][CH3:25])[CH:11]1[c:12]1[cH:13][c:14]([N+:18](=[O:19])[O-:20])[cH:15][cH:16][cH:17]1. The reactants are COCC1CNCCN1C(=O)OC(C)(C)C, CCSC1=NC(=O)C(=Cc2ccc3c(cnn3Cc3ccc(Cl)cc3C(F)(F)F)c2)S1. The product is COCC1CN(C2=NC(=O)C(=Cc3ccc4c(cnn4Cc4ccc(Cl)cc4C(F)(F)F)c3)S2)CCN1C(=O)OC(C)(C)C. RXN SMILES: [C:32]([CH3:33])([CH3:34])([CH3:35])[O:36][C:37](=[O:38])[N:39]1[CH:40]([CH2:45][O:46][CH3:47])[CH2:41][NH:42][CH2:43][CH2:44]1.[Cl:1][c:2]1[cH:3][c:4]([C:28]([F:29])([F:30])[F:31])[c:5]([CH2:6][n:7]2[n:8][cH:9][c:10]3[cH:11][c:12]([CH:16]=[C:17]4[C:18](=[O:25])[N:19]=[C:20]([S:22][CH2:23][CH3:24])[S:21]4)[cH:13][cH:14][c:15]23)[cH:26][cH:27]1>>[Cl:1][c:2]1[cH:3][c:4]([C:28]([F:29])([F:30])[F:31])[c:5]([CH2:6][n:7]2[n:8][cH:9][c:10]3[cH:11][c:12]([CH:16]=[C:17]4[C:18](=[O:25])[N:19]=[C:20]([N:42]5[CH2:41][CH:40]([CH2:45][O:46][CH3:47])[N:39]([C:37]([O:36][C:32]([CH3:33])([CH3:34])[CH3:35])=[O:38])[CH2:44][CH2:43]5)[S:21]4)[cH:13][cH:14][c:15]23)[cH:26][cH:27]1. The reactants are potassium hexamethyldisilylamide, C(C)(C)(C)OC(=O)N(C1CN(CC1O)C(=O)OC(C)(C)C)C (3-(tert-Butoxycarbonyl-methyl-amino)-4-hydroxy-pyrrolidine-1-carboxylic acid, tert-butyl ester), S(=O)(=O)(OC)OC (dimethyl sulfate). The solvent is O1CCCC1 (tetrahydrofuran). Run at time 30 minute. The product is C(C)(C)(C)OC(=O)N(C1CN(CC1OC)C(=O)OC(C)(C)C)C (3-(tert-Butoxycarbonyl-methyl-amino)-4-methoxy-pyrrolidine-1-carboxylic acid, tert-butyl ester). The yield is 102.1%. RXN SMILES: [C:1]([O:5][C:6]([N:8]([CH3:22])[CH:9]1[CH:13]([OH:14])[CH2:12][N:11]([C:15]([O:17][C:18]([CH3:21])([CH3:20])[CH3:19])=[O:16])[CH2:10]1)=[O:7])([CH3:4])([CH3:3])[CH3:2].S(OC)(O[CH3:27])(=O)=O>O1CCCC1>[C:1]([O:5][C:6]([N:8]([CH3:22])[CH:9]1[CH:13]([O:14][CH3:27])[CH2:12][N:11]([C:15]([O:17][C:18]([CH3:21])([CH3:20])[CH3:19])=[O:16])[CH2:10]1)=[O:7])([CH3:4])([CH3:3])[CH3:2]. Reported procedure: A suspension of 6 (52 g, 0.16 mol) in tetrahydrofuran (THF, 150 mL) was stirred at room temperature for about 30 min and cooled to −10 to −15° C. A solution of potassium hexamethyldisilylamide (KHMDS, 40% solution in THF, 144 mL, 0.256 mol) was slowly added while controlling the temperature between −5 and −15° C. After 15 min, dimethyl sulfate (18.7 mL, 1.20 mol) was added dropwise to the reaction mixture while maintaining a temperature between −10 and 0° C., and the resulting reaction mixture w... Reactants: O=C([O-])[O-], CCOC(C)=O, CI, CN(C)C=O, CCOC(C)=O, CCCCCC, Cl, [K+], [K+], Cc1ccc(-c2ccccc2)cc1Cn1c(CO)n[nH]c1=O. The product is Cc1ccc(-c2ccccc2)cc1Cn1c(CO)nn(C)c1=O. As a reaction SMILES: [C:23](=[O:24])([O-:25])[O-:26].[C:43]([O:44][CH2:45][CH3:46])(=[O:47])[CH3:48].[CH3:29][I:30].[CH3:31][N:32]([CH3:33])[CH:34]=[O:35].[CH3:37][CH2:38][O:39][C:40](=[O:41])[CH3:42].[CH3:49][CH2:50][CH2:51][CH2:52][CH2:53][CH3:54].[ClH:36].[K+:27].[K+:28].[OH:1][CH2:2][c:3]1[n:4]([CH2:9][c:10]2[c:11]([CH3:22])[cH:12][cH:13][c:14](-[c:16]3[cH:17][cH:18][cH:19][cH:20][cH:21]3)[cH:15]2)[c:5](=[O:8])[nH:6][n:7]1>>[OH:1][CH2:2][c:3]1[n:4]([CH2:9][c:10]2[c:11]([CH3:22])[cH:12][cH:13][c:14](-[c:16]3[cH:17][cH:18][cH:19][cH:20][cH:21]3)[cH:15]2)[c:5](=[O:8])[n:6]([CH3:23])[n:7]1. Starting materials: CN1N=CC(=C1C(NC1=CC=2N(C=C1)N=C(N2)N2CCOCC2)=O)C(=O)O (1-methyl-5-(2-morpholin-4-yl-[1,2,4]triazolo[1,5-a]pyridin-7-ylcarbamoyl)-1H-pyrazole-4-carboxylic acid), CNCC (N-methylethanamine), C(C)N(C(C)C)C(C)C (N-ethyldiisopropylamine), CCCP1(=O)OP(=O)(OP(=O)(O1)CCC)CCC (1-propanephosphonic acid cyclic anhydride). The solvent is O1CCCC1 (tetrahydrofurane). Reaction conditions: temperature 70 celsius. Yields the product C(C)N(C(=O)C=1C=NN(C1C(=O)NC1=CC=2N(C=C1)N=C(N2)N2CCOCC2)C)C (N4-ethyl-N4,1-dimethyl-N5-(2-morpholino-[1,2,4]triazolo[1,5-a]pyridin-7-yl)-1H-pyrazole-4,5-dicarboxamide). Yield: 89.4%. Reaction SMILES: [CH3:1][N:2]1[C:6]([C:7](=[O:24])[NH:8][C:9]2[CH:14]=[CH:13][N:12]3[N:15]=[C:16]([N:18]4[CH2:23][CH2:22][O:21][CH2:20][CH2:19]4)[N:17]=[C:11]3[CH:10]=2)=[C:5]([C:25](O)=[O:26])[CH:4]=[N:3]1.[CH3:28][NH:29][CH2:30][CH3:31].C(N(C(C)C)C(C)C)C.CCCP1(OP(CCC)(=O)OP(CCC)(=O)O1)=O>O1CCCC1>[CH2:30]([N:29]([CH3:28])[C:25]([C:5]1[CH:4]=[N:3][N:2]([CH3:1])[C:6]=1[C:7]([NH:8][C:9]1[CH:14]=[CH:13][N:12]2[N:15]=[C:16]([N:18]3[CH2:23][CH2:22][O:21][CH2:20][CH2:19]3)[N:17]=[C:11]2[CH:10]=1)=[O:24])=[O:26])[CH3:31]. Reported procedure: A mixture of 1-methyl-5-(2-morpholin-4-yl-[1,2,4]triazolo[1,5-a]pyridin-7-ylcarbamoyl)-1H-pyrazole-4-carboxylic acid (150 mg, 0.404 mmole), N-methylethanamine (174 ul, 2.02 mmole), N-ethyldiisopropylamine (564 ul, 3.23 mmole) and 1-propanephosphonic acid cyclic anhydride (50% in ethyl acetate, 606 ul, 1.01 mmole) in tetrahydrofurane (7 ml) is stirred for at 70° C. The solvent is removed under reduced pressure and the residue is triturated for 1 hr with sat. aqueous sodium bicarbonate solution (3...